Dataset: the Open Reaction Database (ORD), a public repository of structured organic reaction records. Task: describe an organic reaction: reactants, conditions, products, and yield Reactants: CC(C)(C=C[Sn](C)(C)C)c1ccc(Cl)cc1, Cc1cc(C(C)(C)C)c(O)c(C(C)(C)C)c1, CN(C)C=O, [Cl-], [Li+], Cc1nc(N)nc(N)c1I. The product is Cc1nc(N)nc(N)c1C=CC(C)(C)c1ccc(Cl)cc1. As a reaction SMILES: [CH3:1][C:2]([CH:3]=[CH:4][Sn:5]([CH3:6])([CH3:7])[CH3:8])([CH3:9])[c:10]1[cH:11][cH:12][c:13]([Cl:16])[cH:14][cH:15]1.[CH3:29][c:30]1[cH:31][c:32]([C:33]([CH3:34])([CH3:35])[CH3:36])[c:37]([OH:38])[c:39]([C:40]([CH3:41])([CH3:42])[CH3:43])[cH:44]1.[CH3:45][N:46]([CH3:47])[CH:48]=[O:49].[Cl-:28].[Li+:27].[NH2:17][c:18]1[n:19][c:20]([CH3:26])[c:21]([I:25])[c:22]([NH2:24])[n:23]1>>[CH3:1][C:2]([CH:3]=[CH:4][c:21]1[c:20]([CH3:26])[n:19][c:18]([NH2:17])[n:23][c:22]1[NH2:24])([CH3:9])[c:10]1[cH:11][cH:12][c:13]([Cl:16])[cH:14][cH:15]1. Reactants: Brc1cccc(Br)n1, O=C([O-])[O-], CC(=O)N1Cc2ccc(B3OC(C)(C)C(C)(C)O3)cc2C=Cc2ccccc21, [Na+], [Na+], c1ccc(P(c2ccccc2)(c2ccccc2)[Pd](P(c2ccccc2)(c2ccccc2)c2ccccc2)(P(c2ccccc2)(c2ccccc2)c2ccccc2)P(c2ccccc2)(c2ccccc2)c2ccccc2)cc1. Product: CC(=O)N1Cc2ccc(-c3cccc(Br)n3)cc2C=Cc2ccccc21. RXN SMILES: [Br:29][c:30]1[n:31][c:32]([Br:36])[cH:33][cH:34][cH:35]1.[C:37](=[O:38])([O-:39])[O-:40].[CH3:1][C:2]1([CH3:3])[C:4]([CH3:5])([CH3:6])[O:7][B:8]([c:9]2[cH:10][cH:11][c:12]3[c:13]([cH:27]2)[CH:14]=[CH:15][c:16]2[c:17]([cH:23][cH:24][cH:25][cH:26]2)[N:18]([C:20]([CH3:21])=[O:22])[CH2:19]3)[O:28]1.[Na+:41].[Na+:42].[cH:43]1[cH:44][cH:45][c:46]([P:47]([Pd:48]([P:49]([c:50]2[cH:51][cH:52][cH:53][cH:54][cH:55]2)([c:56]2[cH:57][cH:58][cH:59][cH:60][cH:61]2)[c:62]2[cH:63][cH:64][cH:65][cH:66][cH:67]2)([P:68]([c:69]2[cH:70][cH:71][cH:72][cH:73][cH:74]2)([c:75]2[cH:76][cH:77][cH:78][cH:79][cH:80]2)[c:81]2[cH:82][cH:83][cH:84][cH:85][cH:86]2)[P:87]([c:88]2[cH:89][cH:90][cH:91][cH:92][cH:93]2)([c:94]2[cH:95][cH:96][cH:97][cH:98][cH:99]2)[c:100]2[cH:101][cH:102][cH:103][cH:104][cH:105]2)([c:106]2[cH:107][cH:108][cH:109][cH:110][cH:111]2)[c:112]2[cH:113][cH:114][cH:115][cH:116][cH:117]2)[cH:118][cH:119]1>>[c:9]1(-[c:32]2[n:31][c:30]([Br:29])[cH:35][cH:34][cH:33]2)[cH:10][cH:11][c:12]2[c:13]([cH:27]1)[CH:14]=[CH:15][c:16]1[c:17]([cH:23][cH:24][cH:25][cH:26]1)[N:18]([C:20]([CH3:21])=[O:22])[CH2:19]2.